From a dataset of the Open Reaction Database (ORD), a public repository of structured organic reaction records. describe an organic reaction: reactants, conditions, products, and yield Starting materials: C(CCC)[Sn](CCCC)(CCCC)Cl (tri-n-butyltin chloride), O (Water), C(C)[Mg]Br (ethylmagnesium bromide), CC(C#CC#C)(C)C (5,5-dimethyl-1,3hexadiyne). Solvent: CCOCC (ether), CCOCC (ether). Run at temperature -78 celsius, time 16 hour. Product: CC(C#CC#C[Sn](CCCC)(CCCC)CCCC)(C)C ((5,5-dimethyl-1,3-hexadiynyl)tri-n-butylstannane). Yield: 39.7%. RXN SMILES: C([Mg]Br)C.[CH3:5][C:6]([CH3:12])([CH3:11])[C:7]#[C:8][C:9]#[CH:10].[CH2:13]([Sn:17](Cl)([CH2:22][CH2:23][CH2:24][CH3:25])[CH2:18][CH2:19][CH2:20][CH3:21])[CH2:14][CH2:15][CH3:16].O>CCOCC>[CH3:5][C:6]([CH3:12])([CH3:11])[C:7]#[C:8][C:9]#[C:10][Sn:17]([CH2:18][CH2:19][CH2:20][CH3:21])([CH2:22][CH2:23][CH2:24][CH3:25])[CH2:13][CH2:14][CH2:15][CH3:16]. Procedure: (5,5-dimethyl-1,3-hexadiynyl)tri-n-butylstannane was synthesized as follows a solution containing ethylmagnesium bromide (19.3 millimoles) and 5,5-dimethyl-1,3hexadiyne (19.3 millimoles) in 50 milliliters of ether was refluxed for 5 hours under nitrogen, then cooled to -78° C. To this solution, 18.6 millimoles of tri-n-butyltin chloride in 10 milliliters of ether was added slowly. The reaction mixture was allowed to warm to room temperature and stirred for 16 hours. Water was added to form a two... The reactants are C12C(CC(C=C1)C2)NC(=S)NN (N1-bicyclo[2.2.1]hept-5-en-2-ylhydrazine-1-carbothioamide), C(C)(=O)C=1SC=CN1 (2-acetylthiazole). Product: C12C(CC(C=C1)C2)NC(NN=CCC=2SC=CN2)=S (4-(Bicyclo[2.2.1]hept-5-en-2-yl)-1-(thiazol-2-ylethylidene)thiosemicarbazide), solid. Isolated yield 37.0%. RXN SMILES: [CH:1]12[CH2:7][CH:4]([CH:5]=[CH:6]1)[CH2:3][CH:2]2[NH:8][C:9]([NH:11][NH2:12])=[S:10].[C:13]([C:16]1[S:17][CH:18]=[CH:19][N:20]=1)(=O)[CH3:14]>>[CH:1]12[CH2:7][CH:4]([CH:5]=[CH:6]1)[CH2:3][CH:2]2[NH:8][C:9](=[S:10])[NH:11][N:12]=[CH:14][CH2:13][C:16]1[S:17][CH:18]=[CH:19][N:20]=1. Procedure: The title compound was prepared from a mixture of N1-bicyclo[2.2.1]hept-5-en-2-ylhydrazine-1-carbothioamide (50 mg, 0.273 mmol) and 2-acetylthiazole (41 mg, 0.33 mmol) similar to Example 3 and isolated as an off-white solid (30 mg, 37%). 1H NMR (DMSO-d6): 9.98 (s, 1H), 9.62 (s, 1H), 7.89 (m, 2H), 7.77 (m, 1H), 6.16 (ddd, J=8.1, 5.1, 2.7 Hz, 2H), 4.23 (m, 1H), 3.04 (s, 2H), 2.23 (s, 3H), 1.87-1.50 (m, 4H). Reactants: C(C)N1C(C2N(C(C3=C1C=CC=C3)=O)CCC2)=O ((+) 10-ethyl-1,2,3,11a-tetrahydro-5 H-pyrrolo[2,1-c] [1,4] benzodiazepin-5,11(10H)-dione), C(C)N1C=2C(C(=O)OC1=O)=CC=CC2 (N-ethylisatoic anhydride), N1[C@H](C(=O)O)CCC1 (L-proline), hydrochloride salt, C=1C=CN2C1C(NC1=C(C2=O)C=CC=C1)=O (5H-pyrrolo [2,1-c] [1,4] benzodiazepin-5,11 -(10H)-dione). Yields the product C(C)N1C(C2N(CC3=C1C=CC=C3)CCC2)=O (10-Ethyl-1,2,3,5,10,11 a-hexahydro-11H-pyrrolo[2,1-c] [1,4] benzodiazepin-11-one). Solvent: CO (methanol). Reported procedure: When (+) 10-ethyl-1,2,3,11a-tetrahydro-5 H-pyrrolo[2,1-c] [1,4] benzodiazepin-5,11(10H)-dione, melting point 138° -140°C., (prepared as described above by reacting N-ethylisatoic anhydride with L-proline) is substituted for (+)-1,2,3,11 a-tetrahydro-10-methyl-[5H-pyrrolo [2,1-c] [1,4] benzodiazepin-5,11 -(10H)-dione in the procedure of Example 1, the above compound is obtained. The hydrochloride salt melts at 233°-235°C., [α]D 25 + 415° (0.9% in methanol). Reaction SMILES: [CH2:1]([N:3]1[C:9]2[CH:10]=[CH:11][CH:12]=[CH:13][C:8]=2[C:7](=O)[N:6]2[CH2:15][CH2:16][CH2:17][CH:5]2[C:4]1=[O:18])[CH3:2].C(N1C(=O)OC(=O)C2=CC=CC=C12)C.N1CCC[C@H]1C(O)=O.C1C=CN2C(=O)C3C=CC=CC=3NC(=O)C=12>CO>[CH2:1]([N:3]1[C:9]2[CH:10]=[CH:11][CH:12]=[CH:13][C:8]=2[CH2:7][N:6]2[CH2:15][CH2:16][CH2:17][CH:5]2[C:4]1=[O:18])[CH3:2]. The reactants are Cc1ccc2cc(CC(=O)O)cc(C(=O)c3ccc(S(C)(=O)=O)cc3)c2c1, CO, ClCCl, [H][H]. The product is Cc1ccc2cc(CC(=O)O)cc(Cc3ccc(S(C)(=O)=O)cc3)c2c1. As a reaction SMILES: [CH3:1][c:2]1[cH:3][c:4]2[c:5]([C:16]([c:17]3[cH:18][cH:19][c:20]([S:23](=[O:24])(=[O:25])[CH3:26])[cH:21][cH:22]3)=[O:27])[cH:6][c:7]([CH2:12][C:13](=[O:14])[OH:15])[cH:8][c:9]2[cH:10][cH:11]1.[CH3:30][OH:31].[Cl:32][CH2:33][Cl:34].[H:28][H:29]>>[CH3:1][c:2]1[cH:3][c:4]2[c:5]([CH2:16][c:17]3[cH:18][cH:19][c:20]([S:23](=[O:24])(=[O:25])[CH3:26])[cH:21][cH:22]3)[cH:6][c:7]([CH2:12][C:13](=[O:14])[OH:15])[cH:8][c:9]2[cH:10][cH:11]1. The reactants are COc1ccc(Cn2ccc(C)c([N+](=O)[O-])c2=O)cc1, C[O-], CS(C)=O, CCOC(C)=O, [Na+]. The product is COc1ccc(Cn2ccc(CCO)c([N+](=O)[O-])c2=O)cc1. Reaction SMILES: [CH3:1][O:2][c:3]1[cH:4][cH:5][c:6]([CH2:7][n:8]2[c:9](=[O:18])[c:10]([N+:15](=[O:16])[O-:17])[c:11]([CH3:14])[cH:12][cH:13]2)[cH:19][cH:20]1.[CH3:21][O-:22].[CH3:24][S:25]([CH3:26])=[O:27].[CH3:28][CH2:29][O:30][C:31](=[O:32])[CH3:33].[Na+:23]>>[CH3:1][O:2][c:3]1[cH:4][cH:5][c:6]([CH2:7][n:8]2[c:9](=[O:18])[c:10]([N+:15](=[O:16])[O-:17])[c:11]([CH2:14][CH2:21][OH:22])[cH:12][cH:13]2)[cH:19][cH:20]1.